This data is from the Open Reaction Database (ORD), a public repository of structured organic reaction records. The task is: describe an organic reaction: reactants, conditions, products, and yield Reactants: C1CCOC1, [Cl-], [Fe], C[Si](C)(C)C#Cc1ccc([N+](=O)[O-])nc1, [NH4+], O. Yields the product C[Si](C)(C)C#Cc1ccc(N)nc1. As a reaction SMILES: [CH2:1]1[O:2][CH2:3][CH2:4][CH2:5]1.[Cl-:21].[Fe:23].[N+:6]([O-:7])(=[O:8])[c:9]1[n:10][cH:11][c:12]([C:15]#[C:16][Si:17]([CH3:18])([CH3:19])[CH3:20])[cH:13][cH:14]1.[NH4+:22].[OH2:24]>>[NH2:6][c:9]1[n:10][cH:11][c:12]([C:15]#[C:16][Si:17]([CH3:18])([CH3:19])[CH3:20])[cH:13][cH:14]1. Reaction SMILES: O=C1CCC(=O)N1[O:8][C:9](=[O:59])[C@@H:10]([NH:20][C:21](=[O:58])[CH2:22][CH2:23][C@@H:24]([C:51]([O:53][C:54]([CH3:57])([CH3:56])[CH3:55])=[O:52])[NH:25][C:26](=[O:50])[CH2:27][CH2:28][CH2:29][CH2:30][CH2:31][CH2:32][CH2:33][CH2:34][CH2:35][CH2:36][CH2:37][CH2:38][CH2:39][CH2:40][CH2:41][CH2:42][C:43]([O:45][C:46]([CH3:49])([CH3:48])[CH3:47])=[O:44])[CH2:11]CC(OC(C)(C)C)=O.[NH2:60][C@H:61]([C:67]([O:69][C:70]([CH3:73])([CH3:72])[CH3:71])=[O:68])[CH2:62][CH2:63][C:64](=[O:66])[OH:65].Cl>C(#N)C.C([O-])([O-])=O.[Na+].[Na+]>[C:70]([O:69][C:67](=[O:68])[C@@H:61]([NH:60][C:9](=[O:8])[CH2:10][CH2:11][C@@H:10]([C:9]([O:8][C:46]([CH3:49])([CH3:48])[CH3:47])=[O:59])[NH:20][C:21](=[O:58])[CH2:22][CH2:23][C@@H:24]([C:51]([O:53][C:54]([CH3:57])([CH3:55])[CH3:56])=[O:52])[NH:25][C:26](=[O:50])[CH2:27][CH2:28][CH2:29][CH2:30][CH2:31][CH2:32][CH2:33][CH2:34][CH2:35][CH2:36][CH2:37][CH2:38][CH2:39][CH2:40][CH2:41][CH2:42][C:43]([O:45][C:46]([CH3:49])([CH3:48])[CH3:47])=[O:44])[CH2:62][CH2:63][C:64]([OH:65])=[O:66])([CH3:73])([CH3:72])[CH3:71] |f:4.5.6|. The product is C(C)(C)(C)OC([C@H](CCC(=O)O)NC(CC[C@H](NC(CC[C@H](NC(CCCCCCCCCCCCCCCCC(=O)OC(C)(C)C)=O)C(=O)OC(C)(C)C)=O)C(=O)OC(C)(C)C)=O)=O ((S)-2-{(S)-4-tert-Butoxycarbonyl-4-[(S)-4-tert-butoxycarbonyl-4-(17-tert-butoxycarbonylheptadecanoylamino)butyrylamino]butyrylamino}pentanedioic acid 1-tert-butyl ester). The reactants are N[C@@H](CCC(O)=O)C(=O)OC(C)(C)C (H-Glu-OtBu), O=C1N(C(CC1)=O)OC([C@H](CCC(=O)OC(C)(C)C)NC(CC[C@H](NC(CCCCCCCCCCCCCCCCC(=O)OC(C)(C)C)=O)C(=O)OC(C)(C)C)=O)=O ((S)-2-[(S)-4-tert-Butoxycarbonyl-4-(17-tert-butoxycarbonylheptadecanoylamino)butyrylamino]-pentanedioic acid 5-tert-butyl ester 1-(2,5-dioxopyrrolidin-1-yl)ester), Cl (HCl). The yield is 126.8%. Run in C(=O)([O-])[O-].[Na+].[Na+] (Na2CO3), C(C)#N (acetonitrile). Reported procedure: (S)-2-[(S)-4-tert-Butoxycarbonyl-4-(17-tert-butoxycarbonylheptadecanoylamino)butyrylamino]-pentanedioic acid 5-tert-butyl ester 1-(2,5-dioxopyrrolidin-1-yl)ester (4 g, 4.77 mmol) was dissolved in acetonitrile (30 mL) and added to a solution of H-Glu-OtBu (1.07 g, 5.25 mmol) in Na2CO3 (0.1 M, 20 mL). The mixture was stirred at RT for 1 h, then neutralised with HCl (2M) to pH 7 and evaporated in vacuo. The residual oil was subsequently partitioned between ethyl acetate and HCl (0.1 M). The organic... Run at time 1 hour. Reactants: [Li]CCCC, CN(C)C=O, C#CC(C)(C)O[Si](C)(C)C(C)(C)C, CC(=O)O, CCCCCC, C1CCOC1, O. The product is CC(C)(C#CC=O)O[Si](C)(C)C(C)(C)C. Reaction SMILES: [CH2:14]([Li:15])[CH2:16][CH2:17][CH3:18].[CH3:19][N:20]([CH:21]=[O:22])[CH3:23].[CH3:1][C:2]([CH3:3])([CH3:4])[Si:5]([CH3:6])([CH3:7])[O:8][C:9]([C:10]#[CH:11])([CH3:12])[CH3:13].[CH3:24][C:25](=[O:26])[OH:27].[CH3:34][CH2:35][CH2:36][CH2:37][CH2:38][CH3:39].[O:28]1[CH2:29][CH2:30][CH2:31][CH2:32]1.[OH2:33]>>[CH3:1][C:2]([CH3:3])([CH3:4])[Si:5]([CH3:6])([CH3:7])[O:8][C:9]([C:10]#[C:11][CH:21]=[O:22])([CH3:12])[CH3:13]. Reactants: CC(C)O, COC(=O)C(O)c1cc(F)cc(F)c1, NN, O. The product is NNC(=O)C(O)c1cc(F)cc(F)c1. As a reaction SMILES: [CH3:18][CH:19]([OH:20])[CH3:21].[F:1][c:2]1[cH:3][c:4]([CH:9]([C:10](=[O:11])[O:12][CH3:13])[OH:14])[cH:5][c:6]([F:8])[cH:7]1.[NH2:16][NH2:17].[OH2:15]>>[F:1][c:2]1[cH:3][c:4]([CH:9]([C:10](=[O:11])[NH:16][NH2:17])[OH:14])[cH:5][c:6]([F:8])[cH:7]1. Reactants: C(C(=O)Cl)(=O)Cl (oxalyl chloride), C(C)(=O)OCC (ethyl acetate), C1(=CC=CC=C1)CC(=O)N (2-Phenylacetamide), NC1=CC(=C(OC2=CC(=NC=C2)NC(=O)N(C)C)C=C1)F (4-(4-Amino-2-fluorophenoxy)-2-[(dimethylamino)carbonylamino]pyridine). Run in ClCCCl (1,2-dichloroethane), CN(C=O)C (N,N-dimethylformamide). Reaction conditions: temperature 110 celsius, time 8 hour. Product: CN(C(=O)NC1=NC=CC(=C1)OC1=C(C=C(C=C1)NC(=O)NC(CC1=CC=CC=C1)=O)F)C (2-[(Dimethylamino)carbonylamino]-4-{2-fluoro-4-[3-(2-phenylacetyl)ureido]phenoxy}pyridine). The yield is 26.0%. RXN SMILES: [C:1]1([CH2:7][C:8]([NH2:10])=[O:9])[CH:6]=[CH:5][CH:4]=[CH:3][CH:2]=1.C(Cl)(=O)[C:12](Cl)=[O:13].[NH2:17][C:18]1[CH:36]=[CH:35][C:21]([O:22][C:23]2[CH:28]=[CH:27][N:26]=[C:25]([NH:29][C:30]([N:32]([CH3:34])[CH3:33])=[O:31])[CH:24]=2)=[C:20]([F:37])[CH:19]=1.C(OCC)(=O)C>ClCCCl.CN(C)C=O>[CH3:33][N:32]([CH3:34])[C:30]([NH:29][C:25]1[CH:24]=[C:23]([O:22][C:21]2[CH:35]=[CH:36][C:18]([NH:17][C:12]([NH:10][C:8](=[O:9])[CH2:7][C:1]3[CH:6]=[CH:5][CH:4]=[CH:3][CH:2]=3)=[O:13])=[CH:19][C:20]=2[F:37])[CH:28]=[CH:27][N:26]=1)=[O:31]. Procedure details: 2-Phenylacetamide (126 mg) was dissolved in 1,2-dichloroethane (10 ml) under a nitrogen atmosphere, and then oxalyl chloride (0.101 ml) was added thereto, followed by stirring at 110° C. overnight. The reaction mixture was concentrated under a reduced pressure to give a residue, which was then dissolved in N,N-dimethylformamide (3 ml) under a nitrogen atmosphere. 4-(4-Amino-2-fluorophenoxy)-2-[(dimethylamino)carbonylamino]pyridine (90 mg) was then added thereto, followed by stirring for 20 min. ... Procedure: Prepared from {5-dimethylamino-2-[3-oxo-3-(3-pyridin-4-yl-phenyl)-propionylamino]-4-trifluoromethyl-phenyl}-carbamic acid tert-butyl ester (Example M2) (284 mg, 0.52 mmol) by treatment with TFA in CH2Cl2 according to the general procedure N. Obtained as a yellow solid (158 mg). Isolated yield 71.6%. RXN SMILES: C(OC(=O)[NH:7][C:8]1[CH:13]=[C:12]([N:14]([CH3:16])[CH3:15])[C:11]([C:17]([F:20])([F:19])[F:18])=[CH:10][C:9]=1[NH:21][C:22](=[O:38])[CH2:23][C:24](=O)[C:25]1[CH:30]=[CH:29][CH:28]=[C:27]([C:31]2[CH:36]=[CH:35][N:34]=[CH:33][CH:32]=2)[CH:26]=1)(C)(C)C.C(O)(C(F)(F)F)=O>C(Cl)Cl>[CH3:15][N:14]([CH3:16])[C:12]1[C:11]([C:17]([F:18])([F:20])[F:19])=[CH:10][C:9]2[NH:21][C:22](=[O:38])[CH2:23][C:24]([C:25]3[CH:30]=[CH:29][CH:28]=[C:27]([C:31]4[CH:36]=[CH:35][N:34]=[CH:33][CH:32]=4)[CH:26]=3)=[N:7][C:8]=2[CH:13]=1. Starting materials: C(C)(C)(C)OC(NC1=C(C=C(C(=C1)N(C)C)C(F)(F)F)NC(CC(C1=CC(=CC=C1)C1=CC=NC=C1)=O)=O)=O ({5-dimethylamino-2-[3-oxo-3-(3-pyridin-4-yl-phenyl)-propionylamino]-4-trifluoromethyl-phenyl}-carbamic acid tert-butyl ester), C(=O)(C(F)(F)F)O (TFA). The product is CN(C1=CC2=C(NC(CC(=N2)C2=CC(=CC=C2)C2=CC=NC=C2)=O)C=C1C(F)(F)F)C (7-Dimethylamino-4-(3-pyridin-4-yl-phenyl)-8-trifluoromethyl-1,3-dihydro-benzo[b][1,4]diazepin-2-one). Run in C(Cl)Cl (CH2Cl2). Reactants: C1CCOC1, Clc1cccnc1-n1ncc2c(Cl)ncnc21, [H-], [Na+], O=C(O)CC(O)(CC(=O)O)C(=O)O, O=C1OCCC1O. Product: O=C1OCCC1Oc1ncnc2c1cnn2-c1ncccc1Cl. Reaction SMILES: [CH2:40]1[O:41][CH2:42][CH2:43][CH2:44]1.[Cl:10][c:11]1[c:12]2[c:13]([n:14][cH:15][n:16]1)[n:17](-[c:20]1[n:21][cH:22][cH:23][cH:24][c:25]1[Cl:26])[n:18][cH:19]2.[H-:1].[Na+:2].[OH:27][C:28]([CH2:29][C:30]([C:31](=[O:32])[OH:33])([CH2:34][C:35](=[O:36])[OH:37])[OH:38])=[O:39].[OH:3][CH:4]1[C:5](=[O:9])[O:6][CH2:7][CH2:8]1>>[O:3]([CH:4]1[C:5](=[O:9])[O:6][CH2:7][CH2:8]1)[c:11]1[c:12]2[c:13]([n:14][cH:15][n:16]1)[n:17](-[c:20]1[n:21][cH:22][cH:23][cH:24][c:25]1[Cl:26])[n:18][cH:19]2. Starting materials: ClC1CC2=C(SC3=C1C=C(C=C3)SC)C=C(C=C2)OC (10-chloro-10,11-dihydro-3-methoxy-8-methylthio-dibenzo[b,f]thiepin), C(=O)(OCC)N1CCNCC1 (1-carbethoxypiperazine), ice water. Run in C(Cl)(Cl)Cl (chloroform). Yields the product C(=O)(OCC)N1CCN(CC1)C1CC2=C(SC3=C1C=C(C=C3)SC)C=C(C=C2)OC (1-carbethoxy-4-(10,11-dihydro-3-methoxy-8-methylthio-dibenzo[b,f]thiepin-10-yl)-piperazine). As a reaction SMILES: Cl[CH:2]1[C:8]2[CH:9]=[C:10]([S:13][CH3:14])[CH:11]=[CH:12][C:7]=2[S:6][C:5]2[CH:15]=[C:16]([O:19][CH3:20])[CH:17]=[CH:18][C:4]=2[CH2:3]1.[C:21]([N:26]1[CH2:31][CH2:30][NH:29][CH2:28][CH2:27]1)([O:23][CH2:24][CH3:25])=[O:22]>C(Cl)(Cl)Cl>[C:21]([N:26]1[CH2:31][CH2:30][N:29]([CH:2]2[C:8]3[CH:9]=[C:10]([S:13][CH3:14])[CH:11]=[CH:12][C:7]=3[S:6][C:5]3[CH:15]=[C:16]([O:19][CH3:20])[CH:17]=[CH:18][C:4]=3[CH2:3]2)[CH2:28][CH2:27]1)([O:23][CH2:24][CH3:25])=[O:22]. Procedure: 24 G. of 10-chloro-10,11-dihydro-3-methoxy-8-methylthio-dibenzo[b,f]thiepin in 100 ml. of chloroform are heated with 55 ml. of 1-carbethoxypiperazine under reflux conditions for 20 hours. The mixture is poured on to ice/water and extracted with chloroform. The organic phase is dried over magnesium sulfate and evaporated under reduced pressure, whereby there is obtained crude 1-carbethoxy-4-(10,11-dihydro-3-methoxy-8-methylthio-dibenzo[b,f]thiepin-10-yl)-piperazine. Reactants: N(=NC(=O)OC(C)C)C(=O)OC(C)C (Diisopropyl azodicarboxylate), BrC1=C2C=CC(=CC2=CC=C1O)[C@]1(NC(OC1)=O)C ((R)-4-(5-Bromo-6-hydroxy-naphthalen-2-yl)-4-methyl-oxazolidin-2-one), O1CCCC1 (tetrahydrofuran), C(C)(C)(C)[C@@H]1CC[C@H](CC1)O (trans-4-tert-Butyl-cyclohexanol), C1(=CC=CC=C1)P(C1=CC=CC=C1)C1=CC=CC=C1 (triphenylphosphine). Run at time 5 minute. Yields the product BrC1=C2C=CC(=CC2=CC=C1O[C@@H]1CC[C@H](CC1)C(C)(C)C)[C@]1(NC(OC1)=O)C ((R)-4-(5-bromo-6-(trans-4-tert-butylcyclohexyloxy)naphthalen-2-yl)-4-methyloxazolidin-2-one). Isolated yield 44.4%. Reaction SMILES: [Br:1][C:2]1[C:11]([OH:12])=[CH:10][CH:9]=[C:8]2[C:3]=1[CH:4]=[CH:5][C:6]([C@:13]1([CH3:19])[CH2:17][O:16][C:15](=[O:18])[NH:14]1)=[CH:7]2.O1CCCC1.[C:25]([C@H:29]1[CH2:34][CH2:33][C@H:32](O)[CH2:31][CH2:30]1)([CH3:28])([CH3:27])[CH3:26].C1(P(C2C=CC=CC=2)C2C=CC=CC=2)C=CC=CC=1.N(C(OC(C)C)=O)=NC(OC(C)C)=O>>[Br:1][C:2]1[C:11]([O:12][C@H:32]2[CH2:33][CH2:34][C@H:29]([C:25]([CH3:28])([CH3:27])[CH3:26])[CH2:30][CH2:31]2)=[CH:10][CH:9]=[C:8]2[C:3]=1[CH:4]=[CH:5][C:6]([C@:13]1([CH3:19])[CH2:17][O:16][C:15](=[O:18])[NH:14]1)=[CH:7]2. Procedure details: (R)-4-(5-Bromo-6-hydroxy-naphthalen-2-yl)-4-methyl-oxazolidin-2-one (2.16 g, 6.70 mmol) was dissolved in tetrahydrofuran (22.50 mL, 277.4 mmol) in a capped 250 mL round-bottom flask equipped with a magnetic stir bar. trans-4-tert-Butyl-cyclohexanol (2.095 g, 13.41 mmol) and triphenylphosphine (3.517 g, 13.41 mmol) were added and the mixture was stirred for 5 minutes. Diisopropyl azodicarboxylate (2.640 mL, 13.41 mmol) was then slowly added and the reaction mixture was stirred at room temperature... Reactants: CO, COC(=O)C=C1c2ccccc2N(C(=O)c2sc(-c3ccccc3)nc2C)CCC1(F)F, [Na+], [OH-]. Product: Cc1nc(-c2ccccc2)sc1C(=O)N1CCC(F)(F)C(=CC(=O)O)c2ccccc21. Reaction SMILES: [CH3:35][OH:36].[F:3][C:4]1([F:34])[CH2:5][CH2:6][N:7]([C:20](=[O:21])[c:22]2[c:23]([CH3:33])[n:24][c:25](-[c:27]3[cH:28][cH:29][cH:30][cH:31][cH:32]3)[s:26]2)[c:8]2[c:9]([cH:16][cH:17][cH:18][cH:19]2)[C:10]1=[CH:11][C:12](=[O:13])[O:14][CH3:15].[Na+:2].[OH-:1]>>[F:3][C:4]1([F:34])[CH2:5][CH2:6][N:7]([C:20](=[O:21])[c:22]2[c:23]([CH3:33])[n:24][c:25](-[c:27]3[cH:28][cH:29][cH:30][cH:31][cH:32]3)[s:26]2)[c:8]2[c:9]([cH:16][cH:17][cH:18][cH:19]2)[C:10]1=[CH:11][C:12](=[O:13])[OH:14].